This data is from the Open Reaction Database (ORD), a public repository of structured organic reaction records. The task is: describe an organic reaction: reactants, conditions, products, and yield Reaction SMILES: [NH2:12][c:13]1[cH:14][c:15]([O:23][CH2:24][c:25]2[cH:26][c:27]([I:31])[cH:28][cH:29][cH:30]2)[c:16]([C:17](=[O:18])[NH2:19])[cH:20][c:21]1[Cl:22].[OH:1][C:2]1([CH2:10][NH2:11])[CH2:3][N:4]2[CH2:5][CH2:6][CH:7]1[CH2:8][CH2:9]2>>[OH:1][C:2]1([CH2:10][NH:11][C:17]([c:16]2[c:15]([O:23][CH2:24][c:25]3[cH:26][c:27]([I:31])[cH:28][cH:29][cH:30]3)[cH:14][c:13]([NH2:12])[c:21]([Cl:22])[cH:20]2)=[O:18])[CH2:3][N:4]2[CH2:5][CH2:6][CH:7]1[CH2:8][CH2:9]2. Yields the product Nc1cc(OCc2cccc(I)c2)c(C(=O)NCC2(O)CN3CCC2CC3)cc1Cl. Reactants: NC(=O)c1cc(Cl)c(N)cc1OCc1cccc(I)c1, NCC1(O)CN2CCC1CC2. Starting materials: three, C1=2C(=O)OC(NC1=CC=CC2)=O (isatoic anhydride), C(#N)CC(=O)OC (methyl cyanoacetate), C([O-])([O-])=O.[K+].[K+] (potassium carbonate), CN(C)C=O (DMF). Solvent: O (water), O (water). Reaction conditions: temperature 90 celsius, time 1 hour. Yields the product OC1=NC2=CC=CC=C2C(=C1)O (2,4-Dihydroxyquinoline). As a reaction SMILES: [C:1]12[C:7](=[CH:8][CH:9]=[CH:10][CH:11]=1)[NH:6][C:5](=[O:12])[O:4][C:2]2=O.[C:13](CC(OC)=O)#N.C(=O)([O-])[O-].[K+].[K+].CN(C=O)C>O>[OH:12][C:5]1[CH:13]=[C:2]([OH:4])[C:1]2[C:7](=[CH:8][CH:9]=[CH:10][CH:11]=2)[N:6]=1 |f:2.3.4|. Procedure details: A 200 ml three neck flask, equipped as described previously was charged with 16.3 g isatoic anhydride, 9.9 g methyl cyanoacetate, 8.3 g anhydrous potassium carbonate (molecular weight 138.2), and 16 g DMF. The reaction mixture was agitated at 28° to 30° C. for 1 hr. There was a slow evolution of gas during this period. The temperature was then gradually raised to 90° C. over a period of 90 minutes and kept at 90° C. for an additional 15 minutes. The gas evolution, which became strong and steady ...